This data is from the Open Reaction Database (ORD), a public repository of structured organic reaction records. The task is: describe an organic reaction: reactants, conditions, products, and yield Starting materials: [OH-].[Na+] (sodium hydroxide), [Na].COC=1C=CC2=C(NC(=N2)S(=O)CC2=NC=C(C(=C2C)OC)C)C1 (6-methoxy-2-[[(4-methoxy-3,5-dimethyl-2-pyridinyl)methyl]sulfinyl]-1H-benzimidazole sodium salt), N1C=NC2=C1C=CC=C2 (1H-benzimidazole), C1(=CC=CC=C1)C (toluene). Run in C(C)C(=O)C (methyl ethyl ketone), C(C)C(=O)C (MEK). Run at time 8 hour. Product: [Na].COC=1C=CC2=C(NC(=N2)[S@@](=O)CC2=NC=C(C(=C2C)OC)C)C1 ((+)-(5)6-Methoxy-2-[[(4-methoxy-3,5-dimethyl-2-pyridinyl)methyl]sulfinyl]-1H-benzimidazole Sodium Salt). As a reaction SMILES: N1C2C=CC=CC=2N=C1.[OH-].[Na+].C1(C)C=CC=CC=1.[Na:19].[CH3:20][O:21][C:22]1[CH:23]=[CH:24][C:25]2[N:29]=[C:28]([S:30]([CH2:32][C:33]3[C:38]([CH3:39])=[C:37]([O:40][CH3:41])[C:36]([CH3:42])=[CH:35][N:34]=3)=[O:31])[NH:27][C:26]=2[CH:43]=1>C(C(C)=O)C>[Na:19].[CH3:20][O:21][C:22]1[CH:23]=[CH:24][C:25]2[N:29]=[C:28]([S@:30]([CH2:32][C:33]3[C:38]([CH3:39])=[C:37]([O:40][CH3:41])[C:36]([CH3:42])=[CH:35][N:34]=3)=[O:31])[NH:27][C:26]=2[CH:43]=1 |f:1.2,4.5,7.8,^1:18,48|. Procedure: To a stirring suspension of 650 mg (1.89 mmol) of (+)-(5)6-methoxy-2-[1(4-methoxy-3,5-dimethyl-2-pyridinyl)methyl]sulfinyl]-1H-benzimidazole in 6.5 mL of methyl ethyl ketone (MEK) in a 50 mL flask was added at ambient temperature 0.39 mL of a 5M aqueous sodium hydroxide solution. To that mixture was added 13 mL of toluene. The resulting mixture was turbid, so an additional 6.5 mL of MEK was added and the mixture became a clear, yellow solution. This mixture was allowed to stir at ambient tempera... Reactants: CN(C(=O)C1=C(C2=C(C[C@@]3(CCN(C[C@H]3C2)CC)C2=CC(=CC=C2)OC)N1)C)C ((±)trans-2-dimethylaminocarbonyl-6-ethyl-8a-(3-methoxyphenyl)-3-methyl-4,4a,5,6,7,8,8a,9-octahydro-1H-pyrrolo[2,3-g] isoquinoline), B(Br)(Br)Br (boron tribromide), Cl.CCOCC (HCl Et2O). Solvent: CO (MeOH). Yields the product Cl.CN(C(=O)C1=C(C2=C(C[C@@]3(CCN(C[C@H]3C2)CC)C2=CC(=CC=C2)O)N1)C)C ((±)-trans-2-Dimethylaminocarbonyl-6-ethyl-8a-(3-hydroxyphenyl)-3-methyl-4,4a,5,6,7,8,8a,9-octahydro-1H-pyrrolo[2,3-g]isoquinoline hydrochloride). RXN SMILES: [CH3:1][N:2]([CH3:29])[C:3]([C:5]1[NH:27][C:8]2[CH2:9][C@@:10]3([C:19]4[CH:24]=[CH:23][CH:22]=[C:21]([O:25]C)[CH:20]=4)[C@H:15]([CH2:16][C:7]=2[C:6]=1[CH3:28])[CH2:14][N:13]([CH2:17][CH3:18])[CH2:12][CH2:11]3)=[O:4].B(Br)(Br)Br.[ClH:34].CCOCC>CO>[ClH:34].[CH3:29][N:2]([CH3:1])[C:3]([C:5]1[NH:27][C:8]2[CH2:9][C@@:10]3([C:19]4[CH:24]=[CH:23][CH:22]=[C:21]([OH:25])[CH:20]=4)[C@H:15]([CH2:16][C:7]=2[C:6]=1[CH3:28])[CH2:14][N:13]([CH2:17][CH3:18])[CH2:12][CH2:11]3)=[O:4] |f:2.3,5.6|. Procedure details: 0.5 g (1.25 mmol) of (±)trans-2-dimethylaminocarbonyl-6-ethyl-8a-(3-methoxyphenyl)-3-methyl-4,4a,5,6,7,8,8a,9-octahydro-1H-pyrrolo[2,3-g] isoquinoline were treated with 0.725 ml (7.5 mmol) of boron tribromide as described in example 2. The etude product was dissolved in MeOH and the solution brought to acidic pH with HCl/Et2O. The solvent was evaporated in vacuo and the solid crystallized from EtOH, yielding 0.15 g of the title compound. M.p.=305° C. dec. Starting materials: Cc1cccnc1CCl, CCO, Cl, CN1CCN(c2cc3nc(S)[nH]c3cc2F)CC1, [Na+], [OH-]. Yields the product Cc1cccnc1CSc1nc2cc(N3CCN(C)CC3)c(F)cc2[nH]1. As a reaction SMILES: [CH3:20][c:21]1[c:22]([CH2:27][Cl:28])[n:23][cH:24][cH:25][cH:26]1.[CH3:31][CH2:32][OH:33].[ClH:19].[F:1][c:2]1[c:3]([N:12]2[CH2:13][CH2:14][N:15]([CH3:18])[CH2:16][CH2:17]2)[cH:4][c:5]2[c:6]([nH:7][c:8]([SH:10])[n:9]2)[cH:11]1.[Na+:30].[OH-:29]>>[F:1][c:2]1[c:3]([N:12]2[CH2:13][CH2:14][N:15]([CH3:18])[CH2:16][CH2:17]2)[cH:4][c:5]2[c:6]([nH:7][c:8]([S:10][CH2:27][c:22]3[c:21]([CH3:20])[cH:26][cH:25][cH:24][n:23]3)[n:9]2)[cH:11]1. Reactants: [C-]#N, [C-]#N, COC(=O)c1ncc(Cl)nc1Nc1ccc([Si](C)(C)C)cc1F, CO, CN(C)C=O, [Zn+2], c1ccc(P(c2ccccc2)(c2ccccc2)[Pd](P(c2ccccc2)(c2ccccc2)c2ccccc2)(P(c2ccccc2)(c2ccccc2)c2ccccc2)P(c2ccccc2)(c2ccccc2)c2ccccc2)cc1. Product: COC(=O)c1ncc(C#N)nc1Nc1ccc([Si](C)(C)C)cc1F. Reaction SMILES: [C-:31]#[N:32].[C-:34]#[N:35].[CH3:1][O:2][C:3](=[O:4])[c:5]1[n:6][cH:7][c:8]([Cl:23])[n:9][c:10]1[NH:11][c:12]1[c:13]([F:22])[cH:14][c:15]([Si:18]([CH3:19])([CH3:20])[CH3:21])[cH:16][cH:17]1.[CH3:24][OH:25].[CH3:26][N:27]([CH3:28])[CH:29]=[O:30].[Zn+2:33].[cH:36]1[cH:37][cH:38][c:39]([P:40]([Pd:41]([P:42]([c:43]2[cH:44][cH:45][cH:46][cH:47][cH:48]2)([c:49]2[cH:50][cH:51][cH:52][cH:53][cH:54]2)[c:55]2[cH:56][cH:57][cH:58][cH:59][cH:60]2)([P:61]([c:62]2[cH:63][cH:64][cH:65][cH:66][cH:67]2)([c:68]2[cH:69][cH:70][cH:71][cH:72][cH:73]2)[c:74]2[cH:75][cH:76][cH:77][cH:78][cH:79]2)[P:80]([c:81]2[cH:82][cH:83][cH:84][cH:85][cH:86]2)([c:87]2[cH:88][cH:89][cH:90][cH:91][cH:92]2)[c:93]2[cH:94][cH:95][cH:96][cH:97][cH:98]2)([c:99]2[cH:100][cH:101][cH:102][cH:103][cH:104]2)[c:105]2[cH:106][cH:107][cH:108][cH:109][cH:110]2)[cH:111][cH:112]1>>[CH3:1][O:2][C:3](=[O:4])[c:5]1[n:6][cH:7][c:8]([C:26]#[N:27])[n:9][c:10]1[NH:11][c:12]1[c:13]([F:22])[cH:14][c:15]([Si:18]([CH3:19])([CH3:20])[CH3:21])[cH:16][cH:17]1.